The task is: describe an organic reaction: reactants, conditions, products, and yield. This data is from the Open Reaction Database (ORD), a public repository of structured organic reaction records. Reactants: C(C)(C)[Mg]Cl (isopropyl magnesium chloride), BrC=1C=C(C=CC1I)C1=NOC(C1)(C(F)(F)F)C1=CC(=C(C(=C1)Cl)Cl)Cl (3-(3-bromo-4-iodophenyl)-5-(3,4,5-trichlorophenyl)-5-(trifluoromethyl)-4,5-dihydroisoxazole), C(C1=CC=CC=C1)(C1=CC=CC=C1)N1CC(C1)=O (1-benzhydrylazetidin-3-one). The solvent is C1CCOC1 (THF). Conditions: temperature -40 celsius, time 1.5 hour. Product: C(C1=CC=CC=C1)(C1=CC=CC=C1)N1CC(C1)(O)C1=C(C=C(C=C1)C1=NOC(C1)(C(F)(F)F)C1=CC(=C(C(=C1)Cl)Cl)Cl)Br (1-benzhydryl-3-(2-bromo-4-(5-(3,4,5-trichlorophenyl)-5-(trifluoromethyl)-4,5-dihydroisoxazol-3-yl)phenyl)azetidin-3-ol). RXN SMILES: [Br:1][C:2]1[CH:3]=[C:4]([C:9]2[CH2:13][C:12]([C:18]3[CH:23]=[C:22]([Cl:24])[C:21]([Cl:25])=[C:20]([Cl:26])[CH:19]=3)([C:14]([F:17])([F:16])[F:15])[O:11][N:10]=2)[CH:5]=[CH:6][C:7]=1I.C([Mg]Cl)(C)C.[CH:32]([N:45]1[CH2:48][C:47](=[O:49])[CH2:46]1)([C:39]1[CH:44]=[CH:43][CH:42]=[CH:41][CH:40]=1)[C:33]1[CH:38]=[CH:37][CH:36]=[CH:35][CH:34]=1>C1COCC1>[CH:32]([N:45]1[CH2:48][C:47]([C:7]2[CH:6]=[CH:5][C:4]([C:9]3[CH2:13][C:12]([C:18]4[CH:23]=[C:22]([Cl:24])[C:21]([Cl:25])=[C:20]([Cl:26])[CH:19]=4)([C:14]([F:17])([F:16])[F:15])[O:11][N:10]=3)=[CH:3][C:2]=2[Br:1])([OH:49])[CH2:46]1)([C:39]1[CH:44]=[CH:43][CH:42]=[CH:41][CH:40]=1)[C:33]1[CH:34]=[CH:35][CH:36]=[CH:37][CH:38]=1. Reported procedure: In an oven-dried flask containing 3-(3-bromo-4-iodophenyl)-5-(3,4,5-trichlorophenyl)-5-(trifluoromethyl)-4,5-dihydroisoxazole (1000 mg, 1.67 mmol) in THF (25 mL) at −40° C. was slowly added isopropyl magnesium chloride (1.7 mL of 2.0M solution). The reaction was stirred at approximately −40° C. for 1.5 hours under nitrogen. 1-benzhydrylazetidin-3-one (520 mg in 4 mL THF) was slowly added. The reaction was stirred at −40° C. for an additional 30 minutes and allowed to warm to room temperature. St...